This data is from the Open Reaction Database (ORD), a public repository of structured organic reaction records. The task is: describe an organic reaction: reactants, conditions, products, and yield Reactants: C(=O)(C(F)(F)F)O (TFA), C1=CC(=CC(=C1)Cl)C(=O)OO (m-CPBA), ice, FC1=CC2=C(C3=NC(=CN3CCO2)C=2N(N=C(N2)C)C(C)C)C=C1SC1CCN(CC1)C(C(=O)N)(C)C (2-{4-[8-fluoro-2-(2-isopropyl-5-methyl-2H-[1,2,4]triazol-3-yl)-4,5-dihydro-6-oxa-1,3a-diazabenzo[e]azulen-9-ylsulfanyl]piperidin-1-yl}isobutyramide). The solvent is C(Cl)Cl (DCM), C(Cl)Cl (DCM). Conditions: temperature 0 celsius, time 30 minute. Product: FC1=CC2=C(C=3N(CCO2)C=C(N3)C3=NC(=NN3C(C)C)C)C=C1S(=O)C1CCN(CC1)C(C(=O)N)(C)C (2-(4-(9-fluoro-2-(1-isopropyl-3-methyl-1H-1,2,4-triazol-5-yl)-5,6-dihydrobenzo[f]imidazo[1,2-d][1,4]oxazepin-10-ylsulfinyl)piperidin-1-yl)-2-methylpropanamide). The yield is 59.3%. As a reaction SMILES: [F:1][C:2]1[C:24]([S:25][CH:26]2[CH2:31][CH2:30][N:29]([C:32]([CH3:37])([CH3:36])[C:33]([NH2:35])=[O:34])[CH2:28][CH2:27]2)=[CH:23][C:5]2[C:6]3[N:10]([CH2:11][CH2:12][O:13][C:4]=2[CH:3]=1)[CH:9]=[C:8]([C:14]1[N:15]([CH:20]([CH3:22])[CH3:21])[N:16]=[C:17]([CH3:19])[N:18]=1)[N:7]=3.C(O)(C(F)(F)F)=[O:39].C1C=C(Cl)C=C(C(OO)=O)C=1>C(Cl)Cl>[F:1][C:2]1[C:24]([S:25]([CH:26]2[CH2:31][CH2:30][N:29]([C:32]([CH3:37])([CH3:36])[C:33]([NH2:35])=[O:34])[CH2:28][CH2:27]2)=[O:39])=[CH:23][C:5]2[C:6]3[N:10]([CH:9]=[C:8]([C:14]4[N:15]([CH:20]([CH3:22])[CH3:21])[N:16]=[C:17]([CH3:19])[N:18]=4)[N:7]=3)[CH2:11][CH2:12][O:13][C:4]=2[CH:3]=1. Procedure: To an ice-cooled solution of 2-{4-[8-fluoro-2-(2-isopropyl-5-methyl-2H-[1,2,4]triazol-3-yl)-4,5-dihydro-6-oxa-1,3a-diazabenzo[e]azulen-9-ylsulfanyl]piperidin-1-yl}isobutyramide from Example 8 (96 mg, 0.183 mmol) in DCM (10 mL) was added TFA (42 μL, 0.548 mmol) followed by a solution of m-CPBA (35 mg, 0.201 mmol) in DCM (2 mL). The resulting mixture was stirred for 30 min at 0° C. then volatiles were removed under reduced pressure. The crude material was purified by column chromatography (C18, gr...